This data is from the Open Reaction Database (ORD), a public repository of structured organic reaction records. The task is: describe an organic reaction: reactants, conditions, products, and yield Conditions: temperature 120 celsius. Product: C1=CC(=CC=C1C(=O)O)O (PHBA). Isolated yield 10.0%. As a reaction SMILES: [F-].[K+].[C:3]1([OH:9])[CH:8]=[CH:7][CH:6]=[CH:5][CH:4]=1.[C:10](=[O:12])=[O:11]>>[CH:5]1[C:6]([C:10]([OH:12])=[O:11])=[CH:7][CH:8]=[C:3]([OH:9])[CH:4]=1 |f:0.1|. Procedure details: Using apparatus 4, 10.3 g of KF and 4.3 g phenol were added to apparatus 4. The reactor was pressurized to 114 bar with CO2, the stirrer was set to 800 rpm, and heated at 120° C. for 86 h. Analysis by method 2 showed a yield of 10% PHBA and 5% SA. Starting materials: [F-].[K+] (KF), C1(=CC=CC=C1)O (phenol), C(=O)=O (CO2). The reactants are C1(=CC=CC=C1)CC(C(=O)OC)CC (Methyl 2-phenylmethylbutyrate), BrCC#N (bromoacetonitrile), C(C)(C)[N-]C(C)C.[Li+] (lithium diisopropylamide), CN(C)P(=O)(N(C)C)N(C)C (HMPA), CCC(CC1=C(C(=C(C=C1I)I)N)I)C(=O)O (iopanic acid). Solvent: C1CCOC1 (THF). The product is C1(=CC=CC=C1)CC(C(=O)OC)CC (Methyl 2-phenylmethylbutyrate), C(#N)CC(C(=O)OC)(CC)CC1=CC=CC=C1 (methyl 2-cyanomethyl-2-phenylmethylbutanoate). The yield is 103.4%. Reaction SMILES: [C:1]1([CH2:7][CH:8]([CH2:13][CH3:14])[C:9]([O:11][CH3:12])=[O:10])[CH:6]=[CH:5][CH:4]=[CH:3][CH:2]=1.Br[CH2:16][C:17]#[N:18].C([N-]C(C)C)(C)C.[Li+].CN(P(N(C)C)(N(C)C)=O)C.CCC(C(O)=O)CC1C(I)=CC(I)=C(N)C=1I>C1COCC1>[C:1]1([CH2:7][CH:8]([CH2:13][CH3:14])[C:9]([O:11][CH3:12])=[O:10])[CH:6]=[CH:5][CH:4]=[CH:3][CH:2]=1.[C:17]([CH2:16][C:8]([CH2:7][C:1]1[CH:2]=[CH:3][CH:4]=[CH:5][CH:6]=1)([CH2:13][CH3:14])[C:9]([O:11][CH3:12])=[O:10])#[N:18] |f:2.3|. Reported procedure: Methyl 2-phenylmethylbutyrate (9.60 g, 50 mmol) was reacted with bromoacetonitrile (7.20 g, 60 mmol) in the presence of lithium diisopropylamide in THF (150 mL) and HMPA (4.3 mL, 25 mmol), as described above in the preparation of Example 4, to give 12.08 g of the crude product as a dark colored liquid. Methyl 2-phenylmethylbutyrate was prepared as in Colombo M, De Amici M, De Micheli C, Pitre D, Carrea G, Riva S (1991) "Chemoenzymatic synthesis of the enantiomers of iopanic acid" Tetrahedron:Asy... Yield: 40.2%. The reactants are C(CC)C=1N(C=CN1)C(CO)C (2-(2-propylimidazol-1-yl)propan-1-ol), C(C)OC(CC(=O)CCl)=O (Ethyl-4-chloroacetoacetate), Cl (hydrochloric acid). Procedure details: 2-(2-propylimidazol-1-yl)propan-1-ol (from Preparation 1 above) (5.4 g) was added and the suspension was sonicated until there was no further gas evolution. Ethyl-4-chloroacetoacetate (4.83 g) in tetrahydrofuran (10 ml) was added over 5 minutes with sonication and sonication continued at 25°-35° C. for a further 4 hours. The suspension was poured into 2N hydrochloric acid (30 ml) and the tetrahydrofuran removed under reduced pressure. The aqueous solution was washed with toluene (30 ml) and then... Run in O1CCCC1 (tetrahydrofuran). As a reaction SMILES: [CH2:1]([C:4]1[N:5]([CH:9]([CH3:12])[CH2:10][OH:11])[CH:6]=[CH:7][N:8]=1)[CH2:2][CH3:3].[CH2:13]([O:15][C:16](=[O:22])[CH2:17][C:18]([CH2:20]Cl)=[O:19])[CH3:14].Cl>O1CCCC1>[CH2:1]([C:4]1[N:5]([CH:9]([CH3:12])[CH2:10][O:11][CH2:20][C:18](=[O:19])[CH2:17][C:16]([O:15][CH2:13][CH3:14])=[O:22])[CH:6]=[CH:7][N:8]=1)[CH2:2][CH3:3]. Run at time 4 hour. Yields the product C(CC)C=1N(C=CN1)C(COCC(CC(=O)OCC)=O)C (Ethyl 4-[2-(2-propylimidazol-1-yl)propoxy]-3-ketobutanoate). Starting materials: FC(OC1=CC=C(C=C1)C#CCCC(C)O)(F)F ([rac]-6-(4-trifluoromethoxy-phenyl)-hex-5-yn-2-ol), CN(C(=O)N=NC(=O)N(C)C)C (N,N,N′,N′-tetramethyl azodicarboxamide), C(CCC)P(CCCC)CCCC (tributylphosphine), C(C)OC(CN1C=CC2=CC=C(C=C12)O)=O ((6-hydroxy-indol-1-yl)-acetic acid ethyl ester). Product: C(C)OC(CN1C=CC2=CC=C(C=C12)OC(CCC#CC1=CC=C(C=C1)OC(F)(F)F)C)=O ([rac]-{6-[1-Methyl-5-(4-trifluoromethoxy-phenyl)-pent-4-ynyloxy]-indol-1-yl}-acetic acid ethyl ester). RXN SMILES: [CH2:1]([O:3][C:4](=[O:16])[CH2:5][N:6]1[C:14]2[C:9](=[CH:10][CH:11]=[C:12]([OH:15])[CH:13]=2)[CH:8]=[CH:7]1)[CH3:2].[F:17][C:18]([F:34])([F:33])[O:19][C:20]1[CH:25]=[CH:24][C:23]([C:26]#[C:27][CH2:28][CH2:29][CH:30](O)[CH3:31])=[CH:22][CH:21]=1.CN(C)C(N=NC(N(C)C)=O)=O.C(P(CCCC)CCCC)CCC>>[CH2:1]([O:3][C:4](=[O:16])[CH2:5][N:6]1[C:14]2[C:9](=[CH:10][CH:11]=[C:12]([O:15][CH:30]([CH3:31])[CH2:29][CH2:28][C:27]#[C:26][C:23]3[CH:24]=[CH:25][C:20]([O:19][C:18]([F:17])([F:33])[F:34])=[CH:21][CH:22]=3)[CH:13]=2)[CH:8]=[CH:7]1)[CH3:2]. Procedure: In analogy to the procedure described for example 1 d], (6-hydroxy-indol-1-yl)-acetic acid ethyl ester (example 1 c]) was reacted with [rac]-6-(4-trifluoromethoxy-phenyl)-hex-5-yn-2-ol in the presence of N,N,N′,N′-tetramethyl azodicarboxamide and tributylphosphine to give the title compound as colorless oil.